From a dataset of the Open Reaction Database (ORD), a public repository of structured organic reaction records. describe an organic reaction: reactants, conditions, products, and yield Reactants: C(=O)C1=C(C=CC(=C1)C(C1=CC=CC=C1)N1C=NC=C1)NC(C)=O (N-(2-formyl-4-[(1H-imidazol-1-yl)phenylmethyl]phenyl]acetamide), N (ammonia). The solvent is CO (methanol). Product: N1(C=NC=C1)C(C=1C=C2C=NC(=NC2=CC1)C)C1=CC=CC=C1 (6-[(1H-imidazol-1-yl)phenylmethyl]-2-methylquinazoline). Isolated yield 14.7%. RXN SMILES: [CH:1]([C:3]1[CH:8]=[C:7]([CH:9]([N:16]2[CH:20]=[CH:19][N:18]=[CH:17]2)[C:10]2[CH:15]=[CH:14][CH:13]=[CH:12][CH:11]=2)[CH:6]=[CH:5][C:4]=1[NH:21][C:22](=O)[CH3:23])=O.[NH3:25]>CO>[N:16]1([CH:9]([C:10]2[CH:15]=[CH:14][CH:13]=[CH:12][CH:11]=2)[C:7]2[CH:8]=[C:3]3[C:4](=[CH:5][CH:6]=2)[N:21]=[C:22]([CH3:23])[N:25]=[CH:1]3)[CH:20]=[CH:19][N:18]=[CH:17]1. Procedure: A solution of 2.2 parts of N-(2-formyl-4-[(1H-imidazol-1-yl)phenylmethyl]phenyl]acetamide and 40 parts of methanol, saturated with ammonia was stirred for 1 hour at room temperature. After evaporation, dichloromethane was added. The solution was filtered and the filtrate was evaporated. The residue was purified by column chromatography over silica gel first using a mixture of dichloromethane and methanol (97:3 by volume) and then a mixture of dichloromethane and methanol (94:6 by volume) as elue... The reactants are OCCC1=CC=C(OCC(=O)OC(C)(C)C)C=C1 (tert-Butyl 4-[2-hydroxyethyl]phenoxyacetate), [Cr](=O)(=O)([O-])Cl.[NH+]1=CC=CC=C1 (pyridinium chlorochromate), CCOCC (Ether). The solvent is ClCCl (dichloromethane). Run at time 2 hour. Yields the product C(=O)CC1=CC=C(OCC(=O)OC(C)(C)C)C=C1 (tert-Butyl 4-[formylmethyl]phenoxyacetate). Yield: 79.9%. RXN SMILES: [OH:1][CH2:2][CH2:3][C:4]1[CH:18]=[CH:17][C:7]([O:8][CH2:9][C:10]([O:12][C:13]([CH3:16])([CH3:15])[CH3:14])=[O:11])=[CH:6][CH:5]=1.[Cr](Cl)([O-])(=O)=O.[NH+]1C=CC=CC=1.CCOCC>ClCCl>[CH:2]([CH2:3][C:4]1[CH:18]=[CH:17][C:7]([O:8][CH2:9][C:10]([O:12][C:13]([CH3:14])([CH3:15])[CH3:16])=[O:11])=[CH:6][CH:5]=1)=[O:1] |f:1.2|. Procedure: To a solution of 18 (20.0 g, 0.083 mole) in anhydrous dichloromethane (200 ml) was added pyridinium chlorochromate (PCC) (44.7 g, 0.207 mole) and the mixture was stirred at room temperature for two hours. Ether (500 ml) was then added to quench the reaction and the mixture was then filtered through C elite. (Trade Mark) Evaporation of the solvents in vacuo afforded the crude product which was purified by flash chromatography on silica gel using 20% ethyl acetate in hexane to give 19 (16.6 g, 80%... The reactants are CC=1N(C2=NC(=CC(=C2N1)NC(CCl)=O)C)C1=C(C=C(C=C1C)C)C (N-[2,5-dimethyl-3-(2,4,6-trimethylphenyl)imidazolo[5,4-b]pyridin-7-yl]-2-chloroacetamide). Solvent: C1CCOC1 (THF). Yields the product CC=1N(C2=NC(=CC(=C2N1)NCCCl)C)C1=C(C=C(C=C1C)C)C ([2,5-Dimethyl-3-(2,4,6trimethylphenyl)imidazolo[5,4-b]pyridin-7-yl](2-chloroethyl)amine). As a reaction SMILES: [CH3:1][C:2]1[N:3]([C:17]2[C:22]([CH3:23])=[CH:21][C:20]([CH3:24])=[CH:19][C:18]=2[CH3:25])[C:4]2[C:9]([N:10]=1)=[C:8]([NH:11][C:12](=O)[CH2:13][Cl:14])[CH:7]=[C:6]([CH3:16])[N:5]=2>C1COCC1>[CH3:1][C:2]1[N:3]([C:17]2[C:22]([CH3:23])=[CH:21][C:20]([CH3:24])=[CH:19][C:18]=2[CH3:25])[C:4]2[C:9]([N:10]=1)=[C:8]([NH:11][CH2:12][CH2:13][Cl:14])[CH:7]=[C:6]([CH3:16])[N:5]=2. Reported procedure: Treat a solution of N-[2,5-dimethyl-3-(2,4,6-trimethylphenyl)imidazolo[5,4-b]pyridin-7-yl]-2-chloroacetamide (0.91 g, 2.55 mmol) in THF (5 mL) with borane-methyl sulfide complex (0.8 mL, 7.65 mmol). Heat the mixture to reflux for 18 h and quench at ambient temperature with a large excess of MeOH, followed by 6N HCl (5 mL). Re-heat the mixture to reflux for 1 h, then concentrate under reduced pressure to obtain the title compound as a white crystalline solid. Reactants: COc1cccc(Br)c1, C1CCOC1, [Cl-], O=C1Nc2ccc(Cl)cc2C1=O, [Mg], [NH4+]. Product: [Br-], COc1cccc([Mg+])c1. As a reaction SMILES: [Br:2][c:3]1[cH:4][c:5]([O:9][CH3:10])[cH:6][cH:7][cH:8]1.[CH2:25]1[O:26][CH2:27][CH2:28][CH2:29]1.[Cl-:23].[Cl:11][c:12]1[cH:13][c:14]2[c:15]([cH:16][cH:17]1)[NH:18][C:19](=[O:20])[C:21]2=[O:22].[Mg:1].[NH4+:24]>>[Br-:2].[Mg+:1][c:3]1[cH:4][c:5]([O:9][CH3:10])[cH:6][cH:7][cH:8]1. Reactants: C(C)OC(=O)C1=NNC(=C1)C1=CC=CC=C1 (5-phenyl-1H-pyrazole-3-carboxylic acid ethyl ester), CO (methanol), O (H2O), O[Li].O (LiOH.H2O). The solvent is C1CCOC1 (THF). Conditions: temperature 45 celsius, time 8 hour. Yields the product C1(=CC=CC=C1)C1=CC(=NN1)C(=O)O (5-phenyl-1H-pyrazole-3-carboxylic acid). The yield is 100.4%. Reaction SMILES: C([O:3][C:4]([C:6]1[CH:10]=[C:9]([C:11]2[CH:16]=[CH:15][CH:14]=[CH:13][CH:12]=2)[NH:8][N:7]=1)=[O:5])C.CO.O.O[Li].O>C1COCC1>[C:11]1([C:9]2[NH:8][N:7]=[C:6]([C:4]([OH:5])=[O:3])[CH:10]=2)[CH:12]=[CH:13][CH:14]=[CH:15][CH:16]=1 |f:3.4|. Reported procedure: A solution of 2,4-dioxo-4-phenyl-butyric acid ethyl ester (1.68 g, 0.0076 mole), acetic acid (10 mL) and hydrazine hydrate (0.42 g, 0.0083 mole) was heated to reflux for 5 hours. The reaction mixture was then poured into iced water, basified with saturated aqueous NaHCO3 solution and the product was extracted with ethyl acetate. The ethyl acetate layer was collected and washed with brine solution, dried over sodium and concentrated under reduced pressure. The resulting residue was purified by co... The reactants are ClCC(=O)NC(CCCC(=O)NC1[C@@H]2N(C(=C(CS2)COC(N)=O)C(=O)O)C1=O)C(=O)O (7-(5-(chloroacetamido)-5-carboxyvaleramido)-3-carbamoyloxymethyl-3-cephem-4-carboxylic acid), N1=CC=CC=C1 (pyridine), C[Si](Cl)(C)C (trimethylchlorosilane), N1=CC=CC=C1 (pyridine), P(Cl)(Cl)(Cl)(Cl)Cl (phosphorus pentachloride). Solvent: C(C)N(CC)CC (triethylamine), C(Cl)Cl (methylene chloride), CO (methanol), C(=O)O (formic acid), C(Cl)Cl (methylene chloride). The product is NC1[C@@H]2N(C(=C(CS2)COC(N)=O)C(=O)O)C1=O (7-amino-3-carbamoyloxymethyl-3-cephem-4-carboxylic acid). The yield is 27.1%. Reaction SMILES: ClCC(NC(C(O)=O)CCCC([NH:12][CH:13]1[C:28](=[O:29])[N:15]2[C:16]([C:25]([OH:27])=[O:26])=[C:17]([CH2:20][O:21][C:22](=[O:24])[NH2:23])[CH2:18][S:19][C@H:14]12)=O)=O.N1C=CC=CC=1.C[Si](C)(C)Cl.P(Cl)(Cl)(Cl)(Cl)Cl>C(Cl)Cl.C(N(CC)CC)C.C(O)=O.CO>[NH2:12][CH:13]1[C:28](=[O:29])[N:15]2[C:16]([C:25]([OH:27])=[O:26])=[C:17]([CH2:20][O:21][C:22](=[O:24])[NH2:23])[CH2:18][S:19][C@H:14]12. Procedure details: To a stirred slurry of 100 milligrams of 7-(5-(chloroacetamido)-5-carboxyvaleramido)-3-carbamoyloxymethyl-3-cephem-4-carboxylic acid in 10 milliliters of absolute methylene chloride was added 0.1 milliliters of pyridine and 0.15 milliliters of trimethylchlorosilane. The reaction mixture was stirred for two and one-half hours at room temperature. Then the reaction mixture was cooled to -15° C. and 0.2 milliliter of pyridine (in one lot), and 1.2 milliliter of 10 percent phosphorus pentachloride i... Reactants: Br[Mg]c1ccccc1 (effective_coupling_partner), Cc1ccc(O[Si](C)(C)C)cc1 (substrate). Reagents/catalysts: PCy3. Run at temperature 90 celsius, time 15 hour. Product: Cc2ccc(c1ccccc1)cc2. Starting materials: BrC1=CC=C(C=C1)CN1N=NC(=C1C)C(=O)O (1-[(4-bromophenyl)methyl]-5-methyl-1H-1,2,3-triazole-4-carboxylic acid), ClC1=C(C=CC=C1)B(O)O ((2-chlorophenyl)boronic acid), C([O-])([O-])=O.[Na+].[Na+] (sodium carbonate), solution. Reagents/catalysts: C=1C=CC(=CC1)[P](C=2C=CC=CC2)(C=3C=CC=CC3)[Pd]([P](C=4C=CC=CC4)(C=5C=CC=CC5)C=6C=CC=CC6)([P](C=7C=CC=CC7)(C=8C=CC=CC8)C=9C=CC=CC9)[P](C=1C=CC=CC1)(C=1C=CC=CC1)C=1C=CC=CC1 (Pd tetrakis). The solvent is COCCOC (DME). Conditions: temperature 85 celsius. Yields the product ClC1=C(C=CC=C1)C1=CC=C(C=C1)CN1N=NC(=C1C)C(=O)O (1-[(2′-Chloro-4-biphenylyl)methyl]-5-methyl-1H-1,2,3-triazole-4-carboxylic acid). Isolated yield 53.3%. As a reaction SMILES: Br[C:2]1[CH:7]=[CH:6][C:5]([CH2:8][N:9]2[C:13]([CH3:14])=[C:12]([C:15]([OH:17])=[O:16])[N:11]=[N:10]2)=[CH:4][CH:3]=1.[Cl:18][C:19]1[CH:24]=[CH:23][CH:22]=[CH:21][C:20]=1B(O)O.C(=O)([O-])[O-].[Na+].[Na+]>COCCOC.C1C=CC([P]([Pd]([P](C2C=CC=CC=2)(C2C=CC=CC=2)C2C=CC=CC=2)([P](C2C=CC=CC=2)(C2C=CC=CC=2)C2C=CC=CC=2)[P](C2C=CC=CC=2)(C2C=CC=CC=2)C2C=CC=CC=2)(C2C=CC=CC=2)C2C=CC=CC=2)=CC=1>[Cl:18][C:19]1[CH:24]=[CH:23][CH:22]=[CH:21][C:20]=1[C:2]1[CH:7]=[CH:6][C:5]([CH2:8][N:9]2[C:13]([CH3:14])=[C:12]([C:15]([OH:17])=[O:16])[N:11]=[N:10]2)=[CH:4][CH:3]=1 |f:2.3.4,^1:43,45,64,83|. Reported procedure: To a solution of 1-[(4-bromophenyl)methyl]-5-methyl-1H-1,2,3-triazole-4-carboxylic acid (0.2 g, 0.67 mmol) in DME (10 mL) were added (2-chlorophenyl)boronic acid, (0.137 g, 0.88 mmol), Pd tetrakis (20 mg, 10% mol/mol) and a 2M solution of sodium carbonate (1.34 mL, 4 eq). The reaction was heated at 85° C. for 48 hours. After evaporation of DME, water was added and the reaction was extracted with ethyl acetate (2×40 mL). The aqueous phase was adjusted to PH=7 by addition of a 1N HCl solution and ... Reactants: CCN=C=NCCCN(C)C (EDCI), C=1C=CC2=C(C1)N=NN2O (HOBT), CC1=C(OC(O1)=O)COC([C@@H](CN(N)CC1=CC=C(C=C1)C1=C(C=CC(=C1)Cl)F)O)=O ((R)-3-[N-(5′-chloro-2′-fluorobiphenyl-4-ylmethyl)hydrazino]-2-hydroxypropionic acid 5-methyl-2-oxo-[1,3]dioxol-4-ylmethyl ester), FC1=C(C=CC=C1)C1=NOC(=C1)C(=O)O (3-(2-fluorophenyl)isoxazole-5-carboxylic acid), CCN(C(C)C)C(C)C (DIPEA). Run in CN(C)C=O (DMF). Conditions: time 5 hour. Yields the product CC1=C(OC(O1)=O)COC([C@@H](CN(NC(=O)C1=CC(=NO1)C1=C(C=CC=C1)F)CC1=CC=C(C=C1)C1=C(C=CC(=C1)Cl)F)O)=O ((R)-3-{N-(5′-Chloro-2′-fluorobiphenyl-4-ylmethyl)-N′-[3-(2-fluorophenyl)isoxazole-5-carbonyl]hydrazino}-2-hydroxypropionic Acid 5-Methyl-2-oxo-[1,3]-dioxol-4-ylmethyl Ester). Isolated yield 37.8%. As a reaction SMILES: CCN=C=NCCCN(C)C.C1C=CC2N(O)N=NC=2C=1.[CH3:22][C:23]1[O:27][C:26](=[O:28])[O:25][C:24]=1[CH2:29][O:30][C:31](=[O:52])[C@H:32]([OH:51])[CH2:33][N:34]([CH2:36][C:37]1[CH:42]=[CH:41][C:40]([C:43]2[CH:48]=[C:47]([Cl:49])[CH:46]=[CH:45][C:44]=2[F:50])=[CH:39][CH:38]=1)[NH2:35].[F:53][C:54]1[CH:59]=[CH:58][CH:57]=[CH:56][C:55]=1[C:60]1[CH:64]=[C:63]([C:65](O)=[O:66])[O:62][N:61]=1.CCN(C(C)C)C(C)C>CN(C=O)C>[CH3:22][C:23]1[O:27][C:26](=[O:28])[O:25][C:24]=1[CH2:29][O:30][C:31](=[O:52])[C@H:32]([OH:51])[CH2:33][N:34]([CH2:36][C:37]1[CH:38]=[CH:39][C:40]([C:43]2[CH:48]=[C:47]([Cl:49])[CH:46]=[CH:45][C:44]=2[F:50])=[CH:41][CH:42]=1)[NH:35][C:65]([C:63]1[O:62][N:61]=[C:60]([C:55]2[CH:56]=[CH:57][CH:58]=[CH:59][C:54]=2[F:53])[CH:64]=1)=[O:66]. Reported procedure: EDCI (92 mg, 480 μmol) and HOBT (65 mg, 480 μmol) were added to a solution of (R)-3-[N-(5′-chloro-2′-fluorobiphenyl-4-ylmethyl)hydrazino]-2-hydroxypropionic acid 5-methyl-2-oxo-[1,3]dioxol-4-ylmethyl ester (108 mg, 240 μmol) and 3-(2-fluorophenyl)isoxazole-5-carboxylic acid (50 mg, 240 μmol) in DMF (20 mL). DIPEA (62 mg, 480 μmol) was added and the mixture was stirred for 5 hours at room temperature. The mixture was washed with saturated aqueous NaCl (2×30 mL) and extracted with EtOAc (2×50 mL).... Starting materials: CC(C)=CCCC(C)CC=O, [Cr], [Cu], [H][H], [Na+], [Na+], O=C([O-])[O-]. RXN SMILES: [CH3:1][C:2]([CH3:3])=[CH:4][CH2:5][CH2:6][CH:7]([CH3:8])[CH2:9][CH:10]=[O:11].[Cr:20].[Cu:21].[H:18][H:19].[Na+:12].[Na+:13].[O-:14][C:15](=[O:16])[O-:17]>>[CH3:1][C:2]([CH3:3])=[CH:4][CH2:5][CH2:6][CH:7]([CH3:8])[CH2:9][CH2:10][OH:11]. The product is CC(C)=CCCC(C)CCO.